Task: describe an organic reaction: reactants, conditions, products, and yield. Dataset: the Open Reaction Database (ORD), a public repository of structured organic reaction records As a reaction SMILES: [CH2:17]1[CH2:18][NH:19][CH2:20][CH2:21][NH:22]1.[CH3:29][C:30](=[O:31])[CH2:32][CH3:33].[Cl:1][CH:2]([CH:3]1[CH2:4][CH2:5][N:6]([CH3:9])[CH2:7][CH2:8]1)[c:10]1[cH:11][cH:12][c:13]([Cl:16])[cH:14][cH:15]1.[K+:23].[K+:24].[O-:25][C:26]([O-:27])=[O:28]>>[CH:2]([CH:3]1[CH2:4][CH2:5][N:6]([CH3:9])[CH2:7][CH2:8]1)([c:10]1[cH:11][cH:12][c:13]([Cl:16])[cH:14][cH:15]1)[N:19]1[CH2:18][CH2:17][NH:22][CH2:21][CH2:20]1. Yields the product CN1CCC(C(c2ccc(Cl)cc2)N2CCNCC2)CC1. Reactants: C1CNCCN1, CCC(C)=O, CN1CCC(C(Cl)c2ccc(Cl)cc2)CC1, [K+], [K+], O=C([O-])[O-]. Reactants: Cl.C1(=CC=CC=C1)N(C(=O)C1=CC2=C(N(C(=N2)CNC2=CC=C(C=C2)C(N)=N)C)C=C1)CCCOCC1=CC=CC=C1 (1-methyl-2-[N-(4-amidinophenyl)aminomethyl]benzimidazol-5-yl-carboxylic acid-N-phenyl-N-(3-benzyloxy-n-propyl)amide hydrochloride), [H][H] (hydrogen), C26H28N6O2. Reagents/catalysts: [Pd] (palladium/charcoal). The solvent is CO (methanol). Product: Cl.C1(=CC=CC=C1)N(C(=O)C1=CC2=C(N(C(=N2)CNC2=CC=C(C=C2)C(N)=N)C)C=C1)CCCO (1-Methyl-2-[N-(4-amidinophenyl)aminomethyl]benzimidazol-5-yl-carboxylic acid-N-phenyl-N-(3-hydroxy-n-propyl)amide hydrochloride). The yield is 61.0%. As a reaction SMILES: [ClH:1].[C:2]1([N:8]([CH2:32][CH2:33][CH2:34][O:35]CC2C=CC=CC=2)[C:9]([C:11]2[CH:31]=[CH:30][C:14]3[N:15]([CH3:29])[C:16]([CH2:18][NH:19][C:20]4[CH:25]=[CH:24][C:23]([C:26](=[NH:28])[NH2:27])=[CH:22][CH:21]=4)=[N:17][C:13]=3[CH:12]=2)=[O:10])[CH:7]=[CH:6][CH:5]=[CH:4][CH:3]=1.[H][H]>[Pd].CO>[ClH:1].[C:2]1([N:8]([CH2:32][CH2:33][CH2:34][OH:35])[C:9]([C:11]2[CH:31]=[CH:30][C:14]3[N:15]([CH3:29])[C:16]([CH2:18][NH:19][C:20]4[CH:25]=[CH:24][C:23]([C:26](=[NH:27])[NH2:28])=[CH:22][CH:21]=4)=[N:17][C:13]=3[CH:12]=2)=[O:10])[CH:3]=[CH:4][CH:5]=[CH:6][CH:7]=1 |f:0.1,5.6|. Procedure details: Prepared from 1-methyl-2-[N-(4-amidinophenyl)aminomethyl]benzimidazol-5-yl-carboxylic acid-N-phenyl-N-(3-benzyloxy-n-propyl)amide hydrochloride by hydrogenation over palladium/charcoal (10%) at 5 bar hydrogen pressure and at ambient temperature. Yield: 61% of theory, C26H28N6O2 (456.6); Rf value: 0.70 (Reversed Phase silica gel RP-18; methanol/5% aqueous saline solution=9:1); EKA mass spectrum: (M+H)+=457; (M+H+Na)++=240. Reactants: Cl (hydrochloric acid), ClC1=C(C=CC=C1Cl)C1CC2=C(C(=CO2)C)C(C1)=O (6-(2,3-dichlorophenyl)-3-methyl-4,5,6,7-tetrahydrobenzofuran-4-one), C(=N)(N)NN.Cl (aminoguanidine hydrochloride). The solvent is C(C)O (ethanol). Conditions: temperature 90 celsius, time 2 hour. The product is Cl.ClC1=C(C=CC=C1Cl)C1CC2=C(C(=CO2)C)/C(/C1)=N/NC(=N)N ((E)-6-(2,3-dichlorophenyl)-4-guanidinoimino-3-methyl-4,5,6,7-tetrahydrobenzofuran hydrochloride). Yield: 162.4%. Reaction SMILES: [Cl:1][C:2]1[C:7]([Cl:8])=[CH:6][CH:5]=[CH:4][C:3]=1[CH:9]1[CH2:18][C:17](=O)[C:12]2[C:13]([CH3:16])=[CH:14][O:15][C:11]=2[CH2:10]1.[C:20]([NH:23][NH2:24])([NH2:22])=[NH:21].Cl.Cl>C(O)C>[ClH:1].[Cl:1][C:2]1[C:7]([Cl:8])=[CH:6][CH:5]=[CH:4][C:3]=1[CH:9]1[CH2:18]/[C:17](=[N:24]\[NH:23][C:20]([NH2:22])=[NH:21])/[C:12]2[C:13]([CH3:16])=[CH:14][O:15][C:11]=2[CH2:10]1 |f:1.2,5.6|. Reported procedure: To a mixture of 6-(2,3-dichlorophenyl)-3-methyl-4,5,6,7-tetrahydrobenzofuran-4-one (0.15 g) and aminoguanidine hydrochloride (56 mg) were added ethanol (10 ml) and 6N hydrochloric acid (0.044 ml), and the mixture was stirred at 90° C. for 2 hours and cooled. The reaction solution was concentrated under reduced pressure, and the residue was washed with ethanol, ethyl acetate and isopropylether, and dried to give (E)-6-(2,3-dichlorophenyl)-4-guanidinoimino-3-methyl-4,5,6,7-tetrahydrobenzofuran hyd... Starting materials: CC(C=C)OCCCCCCCCCCCCCCCC (1-[(1-methyl-2-propenyl)oxy]hexadecane), ClC1=CC(=CC=C1)C(=O)OO (m-chloroperbenzoic acid). Run in C(Cl)Cl (methylene chloride). Run at time 8 hour. The product is C(CCCCCCCCCCCCCCC)OC(C)C1OC1 ([1-(Hexadecyloxy)ethyl]oxirane). As a reaction SMILES: [CH3:1][CH:2]([O:5][CH2:6][CH2:7][CH2:8][CH2:9][CH2:10][CH2:11][CH2:12][CH2:13][CH2:14][CH2:15][CH2:16][CH2:17][CH2:18][CH2:19][CH2:20][CH3:21])[CH:3]=[CH2:4].ClC1C=CC=C(C(OO)=[O:30])C=1>C(Cl)Cl>[CH2:6]([O:5][CH:2]([CH:3]1[CH2:4][O:30]1)[CH3:1])[CH2:7][CH2:8][CH2:9][CH2:10][CH2:11][CH2:12][CH2:13][CH2:14][CH2:15][CH2:16][CH2:17][CH2:18][CH2:19][CH2:20][CH3:21]. Procedure: A mixture of 46.9 g of 1-[(1-methyl-2-propenyl)oxy]hexadecane, 32.19 g of m-chloroperbenzoic acid and 300 ml of methylene chloride was stirred overnight and then filtered. The filtrate was evaporated and the residue dissolved in petroleum ether:ether and washed with saturated aqueous sodium bicarbonate. The solution was dried, the solvent removed and the residue chromatographed via HPLC (two columns), eluting first with hexane to remove higher Rf impurities and then with 10% ether in hexane to e... Starting materials: O=c1[nH]cncc1Br, CN(C)C=O, COc1ccc(CCl)cc1, [H-], [Na+], O. Yields the product COc1ccc(Cn2cncc(Br)c2=O)cc1. Reaction SMILES: [Br:1][c:2]1[c:3](=[O:8])[nH:4][cH:5][n:6][cH:7]1.[CH3:22][N:23]([CH3:24])[CH:25]=[O:26].[Cl:11][CH2:12][c:13]1[cH:14][cH:15][c:16]([O:19][CH3:20])[cH:17][cH:18]1.[H-:9].[Na+:10].[OH2:21]>>[Br:1][c:2]1[c:3](=[O:8])[n:4]([CH2:12][c:13]2[cH:14][cH:15][c:16]([O:19][CH3:20])[cH:17][cH:18]2)[cH:5][n:6][cH:7]1. The reactants are CO, COC(=O)CN(C(=O)OC(C)(C)C)C(C)C. Product: CC(C)N(CC(=O)O)C(=O)OC(C)(C)C. RXN SMILES: [CH3:17][OH:18].[CH3:1][O:2][C:3]([CH2:4][N:5]([CH:6]([CH3:7])[CH3:8])[C:9](=[O:10])[O:11][C:12]([CH3:13])([CH3:14])[CH3:15])=[O:16]>>[O:2]=[C:3]([CH2:4][N:5]([CH:6]([CH3:7])[CH3:8])[C:9](=[O:10])[O:11][C:12]([CH3:13])([CH3:14])[CH3:15])[OH:16]. Reactants: starch, ClC1=CC=C(S1)C1=NOCCS1 (3-(5-Chloro-2-thienyl)-5,6-dihydro-1,4,2-oxathiazine), S(=O)(=O)([O-])[O-].[Mg+2] (magnesium sulphate), ClC=1C=C(C(=O)OO)C=CC1 (m-chloroperoxybenzoic acid). The solvent is methylene chlorine, C(Cl)Cl (methylene chloride). Run at temperature 30 celsius. Yields the product ClC1=CC=C(S1)C1=NOCCS1(=O)=O (3-(5-chloro-2-thienyl)-5,6-dihydro-1,4,2-oxathiazine-4,4-dioxide). Isolated yield 103.3%. RXN SMILES: [Cl:1][C:2]1[S:6][C:5]([C:7]2S[CH2:11][CH2:10][O:9][N:8]=2)=[CH:4][CH:3]=1.[S:13]([O-:17])([O-])(=O)=[O:14].[Mg+2].ClC1C=C(C=CC=1)C(OO)=O>C=Cl.C(Cl)Cl>[Cl:1][C:2]1[S:6][C:5]([C:7]2[S:13](=[O:17])(=[O:14])[CH2:11][CH2:10][O:9][N:8]=2)=[CH:4][CH:3]=1 |f:1.2|. Procedure details: 3-(5-Chloro-2-thienyl)-5,6-dihydro-1,4,2-oxathiazine (12g, 0.055 mol) prepared in Example 1, in methylene chlorine (50 ml) and anhydrous magnesium sulphate (10 g) in suspension, was stirred while m-chloroperoxybenzoic acid (34g, 50-60% material) in methylene chloride (250 ml), was added dropwise, to prepare a reaction mixture. The reaction mixture was allowed to warm to 30° C. and after the dropwise addition was externally heated to 35° C. for 10 hours by which time a negative starch/Kl test was...